Dataset: the Open Reaction Database (ORD), a public repository of structured organic reaction records. Task: describe an organic reaction: reactants, conditions, products, and yield Reactants: Clc1ncc(Br)cn1, CS(C)=O, [K+], [K+], Nc1ccc(S)cc1, O=C([O-])[O-], O. The product is Nc1ccc(Sc2ncc(Br)cn2)cc1. As a reaction SMILES: [Br:1][c:2]1[cH:3][n:4][c:5]([Cl:8])[n:6][cH:7]1.[CH3:24][S:25]([CH3:26])=[O:27].[K+:17].[K+:18].[NH2:9][c:10]1[cH:11][cH:12][c:13]([SH:16])[cH:14][cH:15]1.[O-:19][C:20]([O-:21])=[O:22].[OH2:23]>>[Br:1][c:2]1[cH:3][n:4][c:5]([S:16][c:13]2[cH:12][cH:11][c:10]([NH2:9])[cH:15][cH:14]2)[n:6][cH:7]1.